This data is from the Open Reaction Database (ORD), a public repository of structured organic reaction records. The task is: describe an organic reaction: reactants, conditions, products, and yield Reactants: N1=C(C=CC=C1)C(=O)O (picolinic acid), NC1=NC=CC=C1C1=CC=C(C=C1)O (4-(2-aminopyridin-3-yl)phenol), P(=O)([O-])([O-])[O-].[K+].[K+].[K+] (tripotassium phosphate), BrC1=CCC(CC1)(C)C (1-bromo-4,4-dimethylcyclohex-1-ene). The reagents and catalysts are [Cu]I (Copper(I) iodide). The solvent is CS(=O)C (DMSO). Run at temperature 130 celsius, time 16 hour. Yields the product CC1(CC=C(CC1)OC1=CC=C(C=C1)C=1C(=NC=CC1)N)C (3-(4-((4,4-dimethylcyclohex-1-en-1-yl)oxy)phenyl)pyridin-2-amine). Isolated yield 71.2%. As a reaction SMILES: N1C=CC=CC=1C(O)=O.[NH2:10][C:11]1[C:16]([C:17]2[CH:22]=[CH:21][C:20]([OH:23])=[CH:19][CH:18]=2)=[CH:15][CH:14]=[CH:13][N:12]=1.P([O-])([O-])([O-])=O.[K+].[K+].[K+].Br[C:33]1[CH2:38][CH2:37][C:36]([CH3:40])([CH3:39])[CH2:35][CH:34]=1>[Cu]I.CS(C)=O>[CH3:39][C:36]1([CH3:40])[CH2:37][CH2:38][C:33]([O:23][C:20]2[CH:21]=[CH:22][C:17]([C:16]3[C:11]([NH2:10])=[N:12][CH:13]=[CH:14][CH:15]=3)=[CH:18][CH:19]=2)=[CH:34][CH2:35]1 |f:2.3.4.5|. Procedure: Copper(I) iodide (102 mg) was added to a mixture of picolinic acid (66.1 mg), 4-(2-aminopyridin-3-yl)phenol (500 mg), tripotassium phosphate (1710 mg), 1-bromo-4,4-dimethylcyclohex-1-ene (609 mg) and DMSO (8 mL). The mixture was stirred at 130° C. under nitrogen for 16 hr. The insoluble solid was removed by filtration through silica gel/Celite pad (eluted with EtOAc). Silica-gel was added to the filtrate and the volatiles were removed in vacuo. The mixture supported on silica-gel was purified by... Starting materials: FC1=CC=C(C=C1)C1OC2=C(CC1)C(=CC=1NC(=NC12)C)C(=O)N(C)C (8-(4-Fluorophenyl)-N,N,2-trimethyl-3,6,7,8-tetrahydrochromeno[7,8-d]imidazole-5-carboxamide), [H-].[Na+] (sodium hydride), BrCC1=NOC=C1 (3-(Bromomethyl)isoxazole), BrCC1=NOC=C1 (3-(bromomethyl)isoxazole). The solvent is CN(C=O)C (N,N-dimethylformamide). Run at temperature 0 celsius, time 30 minute. Yields the product FC1=CC=C(C=C1)C1OC2=C(CC1)C(=CC=1N=C(N(C12)CC1=NOC=C1)C)C(=O)N(C)C (8-(4-Fluorophenyl)-1-(isoxazol-3-ylmethyl)-N,N,2-trimethyl-1,6,7,8-tetrahydrochromeno[7,8-d]imidazole-5-carboxamide). Yield: 38.0%. Reaction SMILES: [F:1][C:2]1[CH:7]=[CH:6][C:5]([CH:8]2[CH2:13][CH2:12][C:11]3[C:14]([C:22]([N:24]([CH3:26])[CH3:25])=[O:23])=[CH:15][C:16]4[NH:17][C:18]([CH3:21])=[N:19][C:20]=4[C:10]=3[O:9]2)=[CH:4][CH:3]=1.[H-].[Na+].Br[CH2:30][C:31]1[CH:35]=[CH:34][O:33][N:32]=1>CN(C)C=O>[F:1][C:2]1[CH:7]=[CH:6][C:5]([CH:8]2[CH2:13][CH2:12][C:11]3[C:14]([C:22]([N:24]([CH3:25])[CH3:26])=[O:23])=[CH:15][C:16]4[N:17]=[C:18]([CH3:21])[N:19]([CH2:30][C:31]5[CH:35]=[CH:34][O:33][N:32]=5)[C:20]=4[C:10]=3[O:9]2)=[CH:4][CH:3]=1 |f:1.2|. Procedure details: To a solution of 8-(4-fluorophenyl)-N,N,2-trimethyl-3,6,7,8-tetrahydrochromeno[7,8-d]imidazole-5-carboxamide (50.0 mg, 0.141 mmol, Step 8 of Example 8) in N,N-dimethylformamide (1.4 mL), was added sodium hydride (6.7 mg, 0.17 mmol) at 0° C. and the mixture was stirred at 0° C. for 30 minutes. Then a solution of 3-(bromomethyl)isoxazole in N,N-dimethylformamide (1.0 mL, Step 1) was added to the mixture at 0° C. The mixture was allowed to warm to room temperature, stirred for 4 hours and left at t...